This data is from the Open Reaction Database (ORD), a public repository of structured organic reaction records. The task is: describe an organic reaction: reactants, conditions, products, and yield Reaction conditions: temperature 70 celsius, time 8.5 hour. Isolated yield 92.4%. The reactants are C(C)(=S)[O-].[K+] (Potassium thioacetate), C(C=C)OC(=O)N1C[C@@H](C[C@H]1CC=1N2C(SC1)=CN=C2)OS(=O)(=O)C ((3R,5R)-1-allyloxycarbonyl-5-(imidazo[5,1-b]thiazol-3-yl)methyl-3-methanesulfonyloxypyrrolidine), O (water). Reported procedure: Potassium thioacetate (365 mg) is added to a solution of 427.7 mg of (3R,5R)-1-allyloxycarbonyl-5-(imidazo[5,1-b]thiazol-3-yl)methyl-3-methanesulfonyloxypyrrolidine in 4.5 ml of DMF, and the mixture is stirred under an argon stream at 70° C. for 8.5 hr. The reaction solution is cooled, water is added thereto, and the mixture is extracted four times with ethyl acetate. The organic layer is washed once with saturated saline, dried over anhydrous magnesium sulfate, and filtered. The solvent is remo... The product is C(C)(=O)S[C@@H]1CN([C@@H](C1)CC=1N2C(SC1)=CN=C2)C(=O)OCC=C ((3S,5R)-3-Acetylthio-1-allyloxycarbonyl-5-(imidazo[5,1-b]thiazol-3-yl)methylpyrrolidine). As a reaction SMILES: [C:1]([O-:4])(=[S:3])[CH3:2].[K+].[CH2:6]([O:9][C:10]([N:12]1[C@H:16]([CH2:17][C:18]2[N:19]3[CH:25]=[N:24][CH:23]=[C:20]3[S:21][CH:22]=2)[CH2:15][C@@H:14](OS(C)(=O)=O)[CH2:13]1)=[O:11])[CH:7]=[CH2:8].O>CN(C=O)C>[C:1]([S:3][C@H:14]1[CH2:15][C@@H:16]([CH2:17][C:18]2[N:19]3[CH:25]=[N:24][CH:23]=[C:20]3[S:21][CH:22]=2)[N:12]([C:10]([O:9][CH2:6][CH:7]=[CH2:8])=[O:11])[CH2:13]1)(=[O:4])[CH3:2] |f:0.1|. Solvent: CN(C)C=O (DMF). The reactants are C(#N)C1=C(C(=C(C=C1)C=1C=NN(C1O)C1=NC=C(C(=O)O)C=C1)C)F (6-(4-(4-cyano-3-fluoro-2-methylphenyl)-5-hydroxy-1H-pyrazol-1-yl)nicotinic acid), N1CCOCC1 (morpholine). Yields the product FC1=C(C#N)C=CC(=C1C)C=1C=NN(C1O)C1=NC=C(C=C1)C(=O)N1CCOCC1 (2-fluoro-4-(5-hydroxy-1-(5-(morpholine-4-carbonyl)pyridin-2-yl)-1H-pyrazol-4-yl)-3-methylbenzonitrile). RXN SMILES: [C:1]([C:3]1[CH:8]=[CH:7][C:6]([C:9]2[CH:10]=[N:11][N:12]([C:15]3[CH:23]=[CH:22][C:18]([C:19]([OH:21])=O)=[CH:17][N:16]=3)[C:13]=2[OH:14])=[C:5]([CH3:24])[C:4]=1[F:25])#[N:2].[NH:26]1[CH2:31][CH2:30][O:29][CH2:28][CH2:27]1>>[F:25][C:4]1[C:5]([CH3:24])=[C:6]([C:9]2[CH:10]=[N:11][N:12]([C:15]3[CH:23]=[CH:22][C:18]([C:19]([N:26]4[CH2:31][CH2:30][O:29][CH2:28][CH2:27]4)=[O:21])=[CH:17][N:16]=3)[C:13]=2[OH:14])[CH:7]=[CH:8][C:3]=1[C:1]#[N:2]. Procedure details: The title compound was prepared in a manner similar to Example 301 using 6-(4-(4-cyano-3-fluoro-2-methylphenyl)-5-hydroxy-1H-pyrazol-1-yl)nicotinic acid and morpholine. 1H NMR (500 MHz, DMSO-d6) δ ppm 2.33 (d, J=1.95 Hz, 3H) 3.34 (br. s., 2H) 3.64 (br. s., 6H) 7.64 (br. s., 1H) 7.74 (t, J=7.32 Hz, 1H) 7.90-8.63 (m, 4H). ESI-MS m/z [M+H]+ 408.3. The reactants are BrBr (bromine), C(CCCCC)OC1=C(C=C(C=C1)C)OCCCCCC (1,2-di(n-hexyloxy)-4-methylbenzene), O (water). Solvent: ClCCl (dichloromethane). Yields the product BrC=1C(=CC(=C(C1)OCCCCCC)OCCCCCC)C (5-bromo-1,2-di(n-hexyloxy)-4-methylbenzene). Yield: 90.3%. Reaction SMILES: [CH2:1]([O:7][C:8]1[CH:13]=[CH:12][C:11]([CH3:14])=[CH:10][C:9]=1[O:15][CH2:16][CH2:17][CH2:18][CH2:19][CH2:20][CH3:21])[CH2:2][CH2:3][CH2:4][CH2:5][CH3:6].[Br:22]Br.O>ClCCl>[Br:22][C:12]1[C:11]([CH3:14])=[CH:10][C:9]([O:15][CH2:16][CH2:17][CH2:18][CH2:19][CH2:20][CH3:21])=[C:8]([O:7][CH2:1][CH2:2][CH2:3][CH2:4][CH2:5][CH3:6])[CH:13]=1. Procedure details: Next, 91 g (0.31 mol) of the 1,2-di(n-hexyloxy)-4-methylbenzene was dissolved in 270 g of dichloromethane. While cooling in an ice/water bath, 49.7 g (0.31 mol) of bromine was added dropwise at a temperature below 10° C. After the completion of dropwise addition, 200 g of water was added. The organic layer was separated and washed with a saturated sodium hydrogen carbonate aqueous solution. The organic layer was concentrated on a rotary evaporator, yielding 120 g of an oily matter. This was dist... Starting materials: CN(CCOC1=CC=C(C=C1)[N+](=O)[O-])C1=CC=NC=C1 (N-Methyl-2-(4-nitrophenoxy)-N-(4-pyridyl)ethanamine). Solvent: CO (methanol). The product is CN(C1=CC=NC=C1)CCOC1=CC=C(C=C1)N (4-[2-(N-Methyl-N-[4-pyridyl]amino)ethoxy]benzenamine). As a reaction SMILES: [CH3:1][N:2]([C:15]1[CH:20]=[CH:19][N:18]=[CH:17][CH:16]=1)[CH2:3][CH2:4][O:5][C:6]1[CH:11]=[CH:10][C:9]([N+:12]([O-])=O)=[CH:8][CH:7]=1>CO>[CH3:1][N:2]([CH2:3][CH2:4][O:5][C:6]1[CH:7]=[CH:8][C:9]([NH2:12])=[CH:10][CH:11]=1)[C:15]1[CH:20]=[CH:19][N:18]=[CH:17][CH:16]=1. Procedure details: A solution of the product of part (ii) (0.50 g) in methanol (30 ml) was hydrogenated at room temperature and 3.5 bar in the presence of 5% palladium on carbon (50 mg) until the required amount of hydrogen had been absorbed. The catalyst was filtered off and the filtrate was evaporated to give the product, (0.43 g), m.p. 141°-142° (from ethyl acetate/hexane). Starting materials: FC1=CC=C(C=O)C=C1 (4-Fluorobenzaldehyde), OC1=C(C(=O)OC)C(=CC=C1)O (methyl 2,6-dihydroxybenzoate), C([O-])([O-])=O.[K+].[K+] (potassium carbonate). Run in O (water), CN(C=O)C (N,N-dimethylformamide), ClCCl (dichloromethane). Run at time 8 hour. Yields the product C(=O)C1=CC=C(OC2=C(C(=O)OC)C(=CC=C2)OC)C=C1 (Methyl 2-(4-formylphenoxy)-6-methoxybenzoate). Yield: 9.1%. Reaction SMILES: F[C:2]1[CH:9]=[CH:8][C:5]([CH:6]=[O:7])=[CH:4][CH:3]=1.[OH:10][C:11]1[CH:20]=[CH:19][CH:18]=[C:17]([OH:21])[C:12]=1[C:13]([O:15][CH3:16])=[O:14].[C:22](=O)([O-])[O-].[K+].[K+]>CN(C)C=O.O.ClCCl>[CH:6]([C:5]1[CH:8]=[CH:9][C:2]([O:10][C:11]2[CH:20]=[CH:19][CH:18]=[C:17]([O:21][CH3:22])[C:12]=2[C:13]([O:15][CH3:16])=[O:14])=[CH:3][CH:4]=1)=[O:7] |f:2.3.4|. Procedure details: 4-Fluorobenzaldehyde (1.00 g, 8.06 mmol) and methyl 2,6-dihydroxybenzoate (2.03 g, 12.1 mmol) were dissolved in N,N-dimethylformamide (50 mL) and potassium carbonate (1.11 g, 8.06 mmol) was added. The reaction was stirred at room temperature overnight. The reaction was diluted with water (25 mL) and the layers separated. The aqueous phase was extracted twice with ethyl acetate (25 mL) then twice with diethyl ether (50 mL). The organic phases were combined and dried over MgSO4. The solution was f... Starting materials: COC=1C=C2C=C(C(=NC2=CC1OC)C)CCl (6,7-dimethoxy-3-chloromethyl-2-methylquinoline), C(C)OP(OCC)OCC (triethylphosphite). Conditions: temperature 160 celsius. Yields the product C(C)OP(=O)(OCC)CC=1C(=NC2=CC(=C(C=C2C1)OC)OC)C (3-(diethylphosphonomethyl)-6,7-dimethoxy-2-methylquinoline). Reaction SMILES: [CH3:1][O:2][C:3]1[CH:4]=[C:5]2[C:10](=[CH:11][C:12]=1[O:13][CH3:14])[N:9]=[C:8]([CH3:15])[C:7]([CH2:16]Cl)=[CH:6]2.[CH2:18]([O:20][P:21]([O:25]CC)[O:22][CH2:23][CH3:24])[CH3:19]>>[CH2:18]([O:20][P:21]([CH2:16][C:7]1[C:8]([CH3:15])=[N:9][C:10]2[C:5]([CH:6]=1)=[CH:4][C:3]([O:2][CH3:1])=[C:12]([O:13][CH3:14])[CH:11]=2)([O:22][CH2:23][CH3:24])=[O:25])[CH3:19]. Procedure: A mixture of 6,7-dimethoxy-3-chloromethyl-2-methylquinoline (2.48 g, 9.9 mmol) and triethylphosphite (6 ml) was heated at 160° C. for 4 h and cooled to room temperature. Excess triethylphosphite was removed by extraction with hexane and the remaining dark oil was purified by chromatography to give 3.50 g 3-(diethylphosphonomethyl)-6,7-dimethoxy-2-methylquinoline. The reactants are CO, ClC(Cl)Cl, C[Si](C)(C)I, CCOC(=O)N1CCC(n2c(=O)[nH]c3ccc(C(F)(F)F)cc32)CC1. Yields the product O=c1[nH]c2ccc(C(F)(F)F)cc2n1C1CCNCC1. As a reaction SMILES: [CH3:31][OH:32].[CH:33]([Cl:34])([Cl:35])[Cl:36].[I:1][Si:2]([CH3:3])([CH3:4])[CH3:5].[O:6]=[c:7]1[nH:8][c:9]2[c:10]([n:11]1[CH:12]1[CH2:13][CH2:14][N:15]([C:18]([O:19][CH2:20][CH3:21])=[O:22])[CH2:16][CH2:17]1)[cH:23][c:24]([C:27]([F:28])([F:29])[F:30])[cH:25][cH:26]2>>[O:6]=[c:7]1[nH:8][c:9]2[c:10]([n:11]1[CH:12]1[CH2:13][CH2:14][NH:15][CH2:16][CH2:17]1)[cH:23][c:24]([C:27]([F:28])([F:29])[F:30])[cH:25][cH:26]2. The reactants are CC(=O)OC1CC2CCC3C(CCC4(C)C3CC(N3CCN(C)CC3)C4OC(C)=O)C2(C)CC1N1CCC2(CC1)OCCO2, CBr. The product is [Br-], CC(=O)OC1CC2CCC3C(CCC4(C)C3CC(N3CC[N+](C)(C)CC3)C4OC(C)=O)C2(C)CC1N1CCC2(CC1)OCCO2. As a reaction SMILES: [C:1]([CH3:2])(=[O:3])[O:4][CH:5]1[CH2:6][CH:7]2[CH2:8][CH2:9][CH:10]3[CH:11]4[CH2:12][CH:13]([N:38]5[CH2:39][CH2:40][N:41]([CH3:44])[CH2:42][CH2:43]5)[CH:14]([O:34][C:35]([CH3:36])=[O:37])[C:15]4([CH3:16])[CH2:17][CH2:18][CH:19]3[C:20]2([CH3:33])[CH2:21][CH:22]1[N:23]1[CH2:24][CH2:25][C:26]2([O:27][CH2:28][CH2:29][O:30]2)[CH2:31][CH2:32]1.[CH3:45][Br:46]>>[Br-:46].[C:1]([CH3:2])(=[O:3])[O:4][CH:5]1[CH2:6][CH:7]2[CH2:8][CH2:9][CH:10]3[CH:11]4[CH2:12][CH:13]([N:38]5[CH2:39][CH2:40][N+:41]([CH3:44])([CH3:45])[CH2:42][CH2:43]5)[CH:14]([O:34][C:35]([CH3:36])=[O:37])[C:15]4([CH3:16])[CH2:17][CH2:18][CH:19]3[C:20]2([CH3:33])[CH2:21][CH:22]1[N:23]1[CH2:24][CH2:25][C:26]2([O:27][CH2:28][CH2:29][O:30]2)[CH2:31][CH2:32]1. Starting materials: CCCc1c(OCc2cccc(C=O)c2)ccc(C(C)=O)c1O, CC(=O)[O-], CC(=O)O, [Na+], O=C1CSC(=S)N1. Yields the product CCCc1c(OCc2cccc(C=C3SC(=S)NC3=O)c2)ccc(C(C)=O)c1O. RXN SMILES: [C:1]([CH3:2])(=[O:3])[c:4]1[c:5]([OH:23])[c:6]([CH2:20][CH2:21][CH3:22])[c:7]([O:8][CH2:9][c:10]2[cH:11][c:12]([CH:13]=[O:14])[cH:15][cH:16][cH:17]2)[cH:18][cH:19]1.[CH3:32][C:33](=[O:34])[O-:35].[CH3:36][C:37](=[O:38])[OH:39].[Na+:31].[S:24]1[C:25](=[S:26])[NH:27][C:28](=[O:29])[CH2:30]1>>[C:1]([CH3:2])(=[O:3])[c:4]1[c:5]([OH:23])[c:6]([CH2:20][CH2:21][CH3:22])[c:7]([O:8][CH2:9][c:10]2[cH:11][c:12]([CH:13]=[C:30]3[S:24][C:25](=[S:26])[NH:27][C:28]3=[O:29])[cH:15][cH:16][cH:17]2)[cH:18][cH:19]1. Reactants: O=C(O)CS(=O)(=O)Cc1ccc(Br)cc1, O=Cc1ccc(F)cc1. The product is O=S(=O)(C=Cc1ccc(F)cc1)Cc1ccc(Br)cc1. Reaction SMILES: [Br:1][c:2]1[cH:3][cH:4][c:5]([CH2:6][S:7](=[O:8])(=[O:9])[CH2:10][C:11]([OH:12])=[O:13])[cH:14][cH:15]1.[F:16][c:17]1[cH:18][cH:19][c:20]([CH:21]=[O:22])[cH:23][cH:24]1>>[Br:1][c:2]1[cH:3][cH:4][c:5]([CH2:6][S:7](=[O:8])(=[O:9])[CH:10]=[CH:11][c:20]2[cH:19][cH:18][c:17]([F:16])[cH:24][cH:23]2)[cH:14][cH:15]1.